describe an organic reaction: reactants, conditions, products, and yield From a dataset of the Open Reaction Database (ORD), a public repository of structured organic reaction records. Starting materials: [N+](=O)([O-])C1=C(C=C(C=C1)C(C)=O)Cl (4'-nitro-3'-chloroacetophenone), SC1=NC=CC=C1 (2-mercaptopyridine), CC(C)([O-])C.[K+] (potassium t-butoxide), CN(C=O)C (N,N-dimethylformamide). Procedure details: A mixture of 2-mercaptopyridine (1.7 g), potassium t-butoxide (1.7 g) and N,N-dimethylformamide (3 ml) in toluene (15 ml) was stirred at room temperature for 30 minutes. To the mixture was added 4'-nitro-3'-chloroacetophenone (1.5 g) and the resulting mixture was stirred overnight. Water was added and the insoluble material was filtered, washed with toluene and dried to give crystals of 4'-nitro-3'-(2-pyridylthio)acetophenone (1.1 g). The solvent is C1(=CC=CC=C1)C (toluene), O (Water). Reaction SMILES: [SH:1][C:2]1[CH:7]=[CH:6][CH:5]=[CH:4][N:3]=1.CC(C)([O-])C.[K+].CN(C)C=O.[N+:19]([C:22]1[CH:27]=[CH:26][C:25]([C:28](=[O:30])[CH3:29])=[CH:24][C:23]=1Cl)([O-:21])=[O:20]>C1(C)C=CC=CC=1.O>[N+:19]([C:22]1[CH:23]=[CH:24][C:25]([C:28](=[O:30])[CH3:29])=[CH:26][C:27]=1[S:1][C:2]1[CH:7]=[CH:6][CH:5]=[CH:4][N:3]=1)([O-:21])=[O:20] |f:1.2|. The product is [N+](=O)([O-])C1=C(C=C(C=C1)C(C)=O)SC1=NC=CC=C1 (4'-nitro-3'-(2-pyridylthio)acetophenone). Conditions: time 30 minute. Yield: 53.4%.